Dataset: the Open Reaction Database (ORD), a public repository of structured organic reaction records. Task: describe an organic reaction: reactants, conditions, products, and yield Reagents/catalysts: [I-].C(CCC)[N+](CCCC)(CCCC)CCCC (tetra-n-butylammonium iodide). Procedure: A solution of trans-5,6-dichloro-1-isopropyl-2-indanol (0.73 g), in anhydrous tetrahydrofuran (7 ml) was added to a suspension of sodium hydride (0.24 g, oil free) in anhydrous tetrahydrofuran (10 ml). The mixture was stirred for 40 minutes and a solution of 2-(bromomethyl)-6-phenoxypyridine (0.84 g) in anhydrous tetrahydrofuran was added, followed by a catalyst amount of tetra-n-butylammonium iodide, The mixture was stirred at room temperature for 18 hours, mixed with water (100 ml) and extract... RXN SMILES: [Cl:1][C:2]1[CH:3]=[C:4]2[C:8](=[CH:9][C:10]=1[Cl:11])[C@@H:7]([CH:12]([CH3:14])[CH3:13])[C@H:6]([OH:15])[CH2:5]2.[H-].[Na+].Br[CH2:19][C:20]1[CH:25]=[CH:24][CH:23]=[C:22]([O:26][C:27]2[CH:32]=[CH:31][CH:30]=[CH:29][CH:28]=2)[N:21]=1.O>O1CCCC1.[I-].C([N+](CCCC)(CCCC)CCCC)CCC>[Cl:1][C:2]1[CH:3]=[C:4]2[C:8](=[CH:9][C:10]=1[Cl:11])[C@@H:7]([CH:12]([CH3:13])[CH3:14])[C@H:6]([O:15][CH2:19][C:20]1[CH:25]=[CH:24][CH:23]=[C:22]([O:26][C:27]3[CH:32]=[CH:31][CH:30]=[CH:29][CH:28]=3)[N:21]=1)[CH2:5]2 |f:1.2,6.7|. The reactants are BrCC1=NC(=CC=C1)OC1=CC=CC=C1 (2-(bromomethyl)-6-phenoxypyridine), ClC=1C=C2C[C@H]([C@@H](C2=CC1Cl)C(C)C)O (trans-5,6-dichloro-1-isopropyl-2-indanol), [H-].[Na+] (sodium hydride), O (water). The solvent is O1CCCC1 (tetrahydrofuran), O1CCCC1 (tetrahydrofuran), O1CCCC1 (tetrahydrofuran). Reaction conditions: time 40 minute. The yield is 83.9%. Yields the product ClC=1C=C2C[C@H]([C@@H](C2=CC1Cl)C(C)C)OCC1=NC(=CC=C1)OC1=CC=CC=C1 (trans-5,6-dichloro-1-isopropyl-2-((6-phenoxypyridin-2-yl)-methoxy)-indane).